The task is: describe an organic reaction: reactants, conditions, products, and yield. This data is from the Open Reaction Database (ORD), a public repository of structured organic reaction records. Starting materials: C(C1=CC=CC=C1)N(C[C@H](C)N)CC1=CC=CC=C1 ((S)—N,N-dibenzylpropane-1,2-diamine), N1CCC(CC1)N1C(NC2=C1C=CC=C2)=O (1-(piperidin-4-yl)-1H-benzo[d]imidazol-2(3H)-one), Cl.CN(CCCN=C=NCC)C (1-(3-dimethylaminopropyl)-3-ethylcarbodiimide hydrochloride), C(=S)=S (CS2). Solvent: C(C)#N (acetonitrile), C(C)#N (acetonitrile), C(C)#N (acetonitrile). Run at time 3 hour. Yields the product C(C1=CC=CC=C1)N([C@H](CNC(=S)N1CCC(CC1)N1C(NC2=C1C=CC=C2)=O)C)CC2=CC=CC=C2 (N—((S)-2-(dibenzylamino)propyl)-4-(1,2-dihydro-2-oxobenzo[d]imidazol-3-yl)piperidine-1-carbothioamide). Isolated yield 38.9%. RXN SMILES: Cl.[CH3:2]N(C)CCCN=C=NCC.[C:13](=[S:15])=S.[CH2:16]([N:23]([CH2:28][C:29]1[CH:34]=[CH:33][CH:32]=[CH:31][CH:30]=1)[CH2:24][C@@H:25]([NH2:27])C)[C:17]1[CH:22]=[CH:21][CH:20]=[CH:19][CH:18]=1.[NH:35]1[CH2:40][CH2:39][CH:38]([N:41]2[C:45]3[CH:46]=[CH:47][CH:48]=[CH:49][C:44]=3[NH:43][C:42]2=[O:50])[CH2:37][CH2:36]1>C(#N)C>[CH2:28]([N:23]([CH2:16][C:17]1[CH:18]=[CH:19][CH:20]=[CH:21][CH:22]=1)[C@@H:24]([CH3:2])[CH2:25][NH:27][C:13]([N:35]1[CH2:36][CH2:37][CH:38]([N:41]2[C:45]3[CH:46]=[CH:47][CH:48]=[CH:49][C:44]=3[NH:43][C:42]2=[O:50])[CH2:39][CH2:40]1)=[S:15])[C:29]1[CH:30]=[CH:31][CH:32]=[CH:33][CH:34]=1 |f:0.1|. Procedure: To a stirred solution of 1-(3-dimethylaminopropyl)-3-ethylcarbodiimide hydrochloride (EDCI) (30 mg, 0.16 mmol) in acetonitrile (0.4 mL) cooled to −10° C. under N2 was added CS2 (94 μL, 1.57 mmol). A solution of (S)—N,N-dibenzylpropane-1,2-diamine (40 mg, 0.16 mmol) in acetonitrile (0.4 mL) was added dropwise. The reaction mixture was stirred for 3 h at room temperature and a solution of 1-(piperidin-4-yl)-1H-benzo[d]imidazol-2(3H)-one (34 mg, 0.16 mmol) in acetonitrile (0.8 mL) was added. The mi... The solvent is O (water), CN(C=O)C (N,N-dimethylformamide). Run at time 16 hour. RXN SMILES: C(=O)([O-])[O-].[K+].[K+].Br[CH2:8][C:9]#[C:10][CH3:11].[Cl:12][C:13]1[C:18]2[NH:19][C:20](=[O:23])[N:21]([CH3:22])[C:17]=2[CH:16]=[CH:15][N:14]=1.C(OCC)(=O)C>CN(C)C=O.O>[CH2:8]([N:19]1[C:18]2[C:13]([Cl:12])=[N:14][CH:15]=[CH:16][C:17]=2[N:21]([CH3:22])[C:20]1=[O:23])[C:9]#[C:10][CH3:11] |f:0.1.2|. Starting materials: C(C)(=O)OCC (Ethyl acetate), C([O-])([O-])=O.[K+].[K+] (Potassium carbonate), BrCC#CC (1-bromo-2-butyne), ClC1=NC=CC2=C1NC(N2C)=O (4-chloro-1-methyl-1,3-dihydroimidazo[4.5-c]pyridin-2-one). The product is C(C#CC)N1C(N(C2=C1C(=NC=C2)Cl)C)=O (3-(2-Butynyl)-4-chloro-1-methyl-1,3-dihydroimidazo[4.5-c]pyridin-2-one). Procedure details: Potassium carbonate (1.17 g) and 1-bromo-2-butyne (0.742 mL) were added to a solution of 4-chloro-1-methyl-1,3-dihydroimidazo[4.5-c]pyridin-2-one in N,N-dimethylformamide (50 mL). This was then stirred at room temperature for 16 hours. Ethyl acetate (300 mL) and water (200 mL) were added, and the organic layer was washed twice with 200 mL of water and then once with 200 mL of saturated aqueous sodium chloride solution, then was dried over anhydrous magnesium sulfate. The organic layer was filter... Reactants: O1C(C1)COC1=C(C(=O)NC2=C3C=CNC3=CC=C2)C=CC=C1 (2-[(2-oxiranyl)methoxy]-N-(1H-indol-4-yl)-benzamide), C1(CCCCC1)CN (cyclohexane methylamine). Solvent: C(C)O (ethanol). Product: N1C=CC2=C(C=CC=C12)NC(C1=CC=CC=C1)=O (N-(1H-indol-4-yl)-benzamide). Reaction SMILES: O1CC1CO[C:6]1[CH:23]=[CH:22][CH:21]=[CH:20][C:7]=1[C:8]([NH:10][C:11]1[CH:19]=[CH:18][CH:17]=[C:16]2[C:12]=1[CH:13]=[CH:14][NH:15]2)=[O:9].C1(CN)CCCCC1>C(O)C>[NH:15]1[C:16]2[C:12](=[C:11]([NH:10][C:8](=[O:9])[C:7]3[CH:6]=[CH:23][CH:22]=[CH:21][CH:20]=3)[CH:19]=[CH:18][CH:17]=2)[CH:13]=[CH:14]1. Procedure: A solution of 2.5 g of 2-[(2-oxiranyl)methoxy]-N-(1H-indol-4-yl)-benzamide in 50 ml of ethanol in the presence of 1.147 g of cyclohexane methylamine was refluxed for 2 hours and 15 minutes and the solvent was evaporated under reduced pressure. The residue was chromatographed over silica (eluent: methylene chloride--methanol, 9-1) to obtain 1.97 g of 2-[3-(cyclohexylmethyl)amino]-2-hydroxypropoxy]-N-(1H-indol-4-yl)-benzamide. Starting materials: O=C([O-])O, ClCCl, CC(O)c1c(Cl)ncnc1Cl, [Na+]. The product is CC(=O)c1c(Cl)ncnc1Cl. As a reaction SMILES: [C:12](=[O:13])([OH:14])[O-:15].[Cl:17][CH2:18][Cl:19].[Cl:1][c:2]1[n:3][cH:4][n:5][c:6]([Cl:11])[c:7]1[CH:8]([CH3:9])[OH:10].[Na+:16]>>[Cl:1][c:2]1[n:3][cH:4][n:5][c:6]([Cl:11])[c:7]1[C:8]([CH3:9])=[O:10]. Starting materials: C(=O)C1=CC(=CS1)C=1C=C2C(=CNC2=C(C1)C(=O)N)C1CCN(CC1)S(=O)(=O)CCCOC (5-(5-formyl-3-thienyl)-3-(1-{[3-(methyloxy)propyl]sulfonyl}-4-piperidinyl)-1H-indole-7-carboxamide), CC(C)(C)N ((1,1-dimethylethyl)amine), [BH4-].[Na+] (NaBH4). The product is CC(C)(C)NCC1=CC(=CS1)C=1C=C2C(=CNC2=C(C1)C(=O)N)C1CCN(CC1)S(=O)(=O)CCCOC (5-(5-{[(1,1-dimethylethyl)amino]methyl}-3-thienyl)-3-(1-{[3-(methyloxy)propyl]sulfonyl}-4-piperidinyl)-1H-indole-7-carboxamide). RXN SMILES: [CH:1]([C:3]1[S:7][CH:6]=[C:5]([C:8]2[CH:9]=[C:10]3[C:14](=[C:15]([C:17]([NH2:19])=[O:18])[CH:16]=2)[NH:13][CH:12]=[C:11]3[CH:20]2[CH2:25][CH2:24][N:23]([S:26]([CH2:29][CH2:30][CH2:31][O:32][CH3:33])(=[O:28])=[O:27])[CH2:22][CH2:21]2)[CH:4]=1)=O.[CH3:34][C:35]([NH2:38])([CH3:37])[CH3:36].[BH4-].[Na+]>>[CH3:34][C:35]([NH:38][CH2:1][C:3]1[S:7][CH:6]=[C:5]([C:8]2[CH:9]=[C:10]3[C:14](=[C:15]([C:17]([NH2:19])=[O:18])[CH:16]=2)[NH:13][CH:12]=[C:11]3[CH:20]2[CH2:21][CH2:22][N:23]([S:26]([CH2:29][CH2:30][CH2:31][O:32][CH3:33])(=[O:27])=[O:28])[CH2:24][CH2:25]2)[CH:4]=1)([CH3:37])[CH3:36] |f:2.3|. Reported procedure: Following the general procedure in example 281, 5-(5-formyl-3-thienyl)-3-(1-{[3-(methyloxy)propyl]sulfonyl}-4-piperidinyl)-1H-indole-7-carboxamide (40 mg, 0.08 mmol), (1,1-dimethylethyl)amine (70 mg, 0.8 mmol) and NaBH4 (30.26 mg, 0.8 mmol) were reacted to form the desired product which was purified by Gilson HPLC (CH3CN/Water, 0.1% TFA) (8.4 mg, 19%). Run in O (water), CN(C)C=O (DMF). Reported procedure: A solution of 5-iodo-1-(tetrahydro-2H-pyran-2-yl)-1H-indazole-3-carbaldehyde (II) (498 mg, 1.4 mmol), bis(pinacolato)diboron (426 mg, 1.6 mmol), KOAc (412 mg, 4.2 mmol) and dry DMF (10 mL) was purged with nitrogen. Pd(dppf)2Cl2 (68 mg, 0.08 mmol) was added to the reaction and purged again with nitrogen. The solution was heated at 90° C. for 2 h. Once TLC showed the disappearance of (II), the solution was cooled to room temperature. To this solution was added K3PO4 (446 mg, 2.1 mmol), N-(5-bromop... The product is C(=O)C1=NN(C2=CC=C(C=C12)C=1C=C(C=NC1)NC(CC(C)C)=O)C1OCCCC1 (N-(5-(3-formyl-1-(tetrahydro-2H-pyran-2-yl)-1H-indazol-5-yl)pyridin-3-yl)-3-methylbutanamide), solid. The yield is 42.1%. As a reaction SMILES: I[C:2]1[CH:3]=[C:4]2[C:8](=[CH:9][CH:10]=1)[N:7]([CH:11]1[CH2:16][CH2:15][CH2:14][CH2:13][O:12]1)[N:6]=[C:5]2[CH:17]=[O:18].B1(B2OC(C)(C)C(C)(C)O2)OC(C)(C)C(C)(C)O1.CC([O-])=O.[K+].[O-]P([O-])([O-])=O.[K+].[K+].[K+].Br[C:51]1[CH:52]=[C:53]([NH:57][C:58](=[O:63])[CH2:59][CH:60]([CH3:62])[CH3:61])[CH:54]=[N:55][CH:56]=1>C1C=CC(P(C2C=CC=CC=2)[C-]2C=CC=C2)=CC=1.C1C=CC(P(C2C=CC=CC=2)[C-]2C=CC=C2)=CC=1.Cl[Pd]Cl.[Fe+2].C1C=CC([P]([Pd]([P](C2C=CC=CC=2)(C2C=CC=CC=2)C2C=CC=CC=2)([P](C2C=CC=CC=2)(C2C=CC=CC=2)C2C=CC=CC=2)[P](C2C=CC=CC=2)(C2C=CC=CC=2)C2C=CC=CC=2)(C2C=CC=CC=2)C2C=CC=CC=2)=CC=1.O.CN(C=O)C>[CH:17]([C:5]1[C:4]2[C:8](=[CH:9][CH:10]=[C:2]([C:51]3[CH:52]=[C:53]([NH:57][C:58](=[O:63])[CH2:59][CH:60]([CH3:61])[CH3:62])[CH:54]=[N:55][CH:56]=3)[CH:3]=2)[N:7]([CH:11]2[CH2:16][CH2:15][CH2:14][CH2:13][O:12]2)[N:6]=1)=[O:18] |f:2.3,4.5.6.7,9.10.11.12,^1:107,109,128,147|. The reagents and catalysts are C=1C=CC(=CC1)[P](C=2C=CC=CC2)(C=3C=CC=CC3)[Pd]([P](C=4C=CC=CC4)(C=5C=CC=CC5)C=6C=CC=CC6)([P](C=7C=CC=CC7)(C=8C=CC=CC8)C=9C=CC=CC9)[P](C=1C=CC=CC1)(C=1C=CC=CC1)C=1C=CC=CC1 (Pd(PPh3)4), C1=CC=C(C=C1)P([C-]2C=CC=C2)C3=CC=CC=C3.C1=CC=C(C=C1)P([C-]2C=CC=C2)C3=CC=CC=C3.Cl[Pd]Cl.[Fe+2] (Pd(dppf)2Cl2). Reactants: [O-]P(=O)([O-])[O-].[K+].[K+].[K+] (K3PO4), BrC=1C=C(C=NC1)NC(CC(C)C)=O (N-(5-Bromopyridin-3-yl)-3-methylbutanamide), IC=1C=C2C(=NN(C2=CC1)C1OCCCC1)C=O (5-iodo-1-(tetrahydro-2H-pyran-2-yl)-1H-indazole-3-carbaldehyde), B1(OC(C(O1)(C)C)(C)C)B2OC(C(O2)(C)C)(C)C (bis(pinacolato)diboron), CC(=O)[O-].[K+] (KOAc). Conditions: temperature 90 celsius. The reactants are O=C([O-])[O-], CCCI, CN(C)C=O, ClCCl, [K+], [K+], N#Cc1cc(O)cc(-c2nc(-c3ccccn3)no2)c1. The product is CCCOc1cc(C#N)cc(-c2nc(-c3ccccn3)no2)c1. As a reaction SMILES: [C:21](=[O:22])([O-:23])[O-:24].[CH2:27]([CH2:28][CH3:29])[I:30].[CH3:31][N:32]([CH3:33])[CH:34]=[O:35].[Cl:36][CH2:37][Cl:38].[K+:25].[K+:26].[n:1]1[c:2](-[c:7]2[n:8][o:9][c:10](-[c:12]3[cH:13][c:14]([C:19]#[N:20])[cH:15][c:16]([OH:18])[cH:17]3)[n:11]2)[cH:3][cH:4][cH:5][cH:6]1>>[n:1]1[c:2](-[c:7]2[n:8][o:9][c:10](-[c:12]3[cH:13][c:14]([C:19]#[N:20])[cH:15][c:16]([O:18][CH2:27][CH2:28][CH3:29])[cH:17]3)[n:11]2)[cH:3][cH:4][cH:5][cH:6]1. Reactants: C(C1=CC=CC=C1)N1N=C2C(=CC=CC2=C1C=1C=C(C=O)C=CC1)C(F)(F)F (3-[2-benzyl-7-(trifluoromethyl)-2H-indazol-3-yl]benzaldehyde), [NH4+].[Cl-] (NH4Cl), ClCCl (dichloromethane), [BH4-].[Na+] (NaBH4). Run in CO (methanol). Conditions: time 1 hour. Yields the product C(C1=CC=CC=C1)N1N=C2C(=CC=CC2=C1C=1C=C(C=CC1)CO)C(F)(F)F ([3-(2-benzyl-7-trifluoromethyl-2H-indazol-3-yl)-phenyl]-methanol). As a reaction SMILES: [CH2:1]([N:8]1[C:16]([C:17]2[CH:18]=[C:19]([CH:22]=[CH:23][CH:24]=2)[CH:20]=[O:21])=[C:15]2[C:10]([C:11]([C:25]([F:28])([F:27])[F:26])=[CH:12][CH:13]=[CH:14]2)=[N:9]1)[C:2]1[CH:7]=[CH:6][CH:5]=[CH:4][CH:3]=1.[BH4-].[Na+].[NH4+].[Cl-].ClCCl>CO>[CH2:1]([N:8]1[C:16]([C:17]2[CH:18]=[C:19]([CH2:20][OH:21])[CH:22]=[CH:23][CH:24]=2)=[C:15]2[C:10]([C:11]([C:25]([F:27])([F:28])[F:26])=[CH:12][CH:13]=[CH:14]2)=[N:9]1)[C:2]1[CH:7]=[CH:6][CH:5]=[CH:4][CH:3]=1 |f:1.2,3.4|. Reported procedure: To a solution of 116 mg (0.305 mmol) of 3-[2-benzyl-7-(trifluoromethyl)-2H-indazol-3-yl]benzaldehyde (compound of Formula (I)), prepared in a same way as Example 1, in 2 ml of methanol, 23 mg (0.71 mmol) of NaBH4 was added at 0° C. The reaction mixture was stirred at this temperature for 1 hr. Saturated NH4Cl-solution and dichloromethane were added, and the phases were separated. The product was obtained after flash chromatographic purification using dichloromethane as eluant. Yield: 111 mg. Reactants: C1=C(C=CC2=CC=CC=C12)C(=O)O (2-naphthyl carboxylic acid), N,N'-carbonyldiimidazole, NC1=NNC(=N1)N (3,5-diamino-1,2,4-triazole). The solvent is O1CCCC1 (tetrahydrofuran). The product is NC=1N=C(NN1)NC(=O)C1=CC2=CC=CC=C2C=C1 (Naphthalene-2-carboxylic acid (5-amino-2H-[1,2,4]triazol-3-yl)-amide). Isolated yield 32.3%. RXN SMILES: [CH:1]1[C:10]2[C:5](=[CH:6][CH:7]=[CH:8][CH:9]=2)[CH:4]=[CH:3][C:2]=1[C:11]([OH:13])=O.[NH2:14][C:15]1[N:19]=[C:18]([NH2:20])[NH:17][N:16]=1>O1CCCC1>[NH2:20][C:18]1[N:19]=[C:15]([NH:14][C:11]([C:2]2[CH:3]=[CH:4][C:5]3[C:10](=[CH:9][CH:8]=[CH:7][CH:6]=3)[CH:1]=2)=[O:13])[NH:16][N:17]=1. Procedure: A mixture of 2-naphthyl carboxylic acid (2.0 g, 11.6 mmol) and N,N'-carbonyldiimidazole (2.07 g, 12.8 mmol) in dry tetrahydrofuran (50 ml) was stirred at reflux temperature for 1 h. To the cooled reaction mixture was added 3,5-diamino-1,2,4-triazole (1.15 g, 11.6 mmol) and the resulting mixture was refluxed for 3 h. The cooled reaction mixture was quenched with water (75 ml) and extracted with diethyl ether (2×75 ml). The combined organic extracts were washed with saturated aqueous sodium chlori...